Dataset: the Open Reaction Database (ORD), a public repository of structured organic reaction records. Task: describe an organic reaction: reactants, conditions, products, and yield Solvent: C(C)O (ethanol), O (water). Reaction SMILES: [CH2:1]([O:8][C:9]([NH:11][C:12]1[CH:29]=[CH:28][C:15]([O:16][C:17]2[CH:22]=[CH:21][N:20]=[C:19]([C:23]([O:25]CC)=[O:24])[CH:18]=2)=[CH:14][C:13]=1[F:30])=[O:10])[C:2]1[CH:7]=[CH:6][CH:5]=[CH:4][CH:3]=1.[OH-].[Li+].Cl>C(O)C.O>[CH2:1]([O:8][C:9]([NH:11][C:12]1[CH:29]=[CH:28][C:15]([O:16][C:17]2[CH:22]=[CH:21][N:20]=[C:19]([C:23]([OH:25])=[O:24])[CH:18]=2)=[CH:14][C:13]=1[F:30])=[O:10])[C:2]1[CH:3]=[CH:4][CH:5]=[CH:6][CH:7]=1 |f:1.2|. Procedure details: After suspending ethyl 4-(4-benzyloxycarbonylamino-3-fluorophenoxy)pyridine-2-carboxylate (7.51 g) in ethanol (100 ml) and water (20 ml), lithium hydroxide (657 mg) was added at room temperature. The reaction mixture was stirred for 1 hour at room temperature. The reaction mixture was stirred while cooling in an ice bath and then 1N hydrochloric acid (60 ml) was added thereto. After stirring for 5 minutes, the reaction mixture was concentrated. After concentration, the crystals precipitated in t... The yield is 72.0%. The product is C(C1=CC=CC=C1)OC(=O)NC1=C(C=C(OC2=CC(=NC=C2)C(=O)O)C=C1)F (4-(4-Benzyloxycarbonylamino-3-fluorophenoxy)pyridine-2-carboxylic acid). Reaction conditions: time 1 hour. The reactants are C(C1=CC=CC=C1)OC(=O)NC1=C(C=C(OC2=CC(=NC=C2)C(=O)OCC)C=C1)F (ethyl 4-(4-benzyloxycarbonylamino-3-fluorophenoxy)pyridine-2-carboxylate), [OH-].[Li+] (lithium hydroxide), Cl (hydrochloric acid).